Dataset: the Open Reaction Database (ORD), a public repository of structured organic reaction records. Task: describe an organic reaction: reactants, conditions, products, and yield Starting materials: C(C)OC1=NC2=C(N1CC1=CC=C(C=C1)OC(C1=CC=CC=C1)C1=NN=NN1)C(=CC=C2)C(=O)OCC (2-ethoxy-7-ethoxycarbonyl-1-[4-[α-(1H-tetrazol-5-yl)benzyloxy]benzyl]benzimidazole), [OH-].[Na+] (sodium hydroxide). Solvent: C(C)O (ethanol). Yields the product C(C)OC1=NC2=C(N1CC1=CC=C(C=C1)OC(C1=CC=CC=C1)C1=NN=NN1)C(=CC=C2)C(=O)O (2-Ethoxy-7-carboxy-1-[4-[α-(1H-tetrazol-5-yl)benzyloxy]benzyl]benzimidazole). As a reaction SMILES: [CH2:1]([O:3][C:4]1[N:8]([CH2:9][C:10]2[CH:15]=[CH:14][C:13]([O:16][CH:17]([C:24]3[NH:28][N:27]=[N:26][N:25]=3)[C:18]3[CH:23]=[CH:22][CH:21]=[CH:20][CH:19]=3)=[CH:12][CH:11]=2)[C:7]2[C:29]([C:33]([O:35]CC)=[O:34])=[CH:30][CH:31]=[CH:32][C:6]=2[N:5]=1)[CH3:2].[OH-].[Na+]>C(O)C>[CH2:1]([O:3][C:4]1[N:8]([CH2:9][C:10]2[CH:15]=[CH:14][C:13]([O:16][CH:17]([C:24]3[NH:28][N:27]=[N:26][N:25]=3)[C:18]3[CH:23]=[CH:22][CH:21]=[CH:20][CH:19]=3)=[CH:12][CH:11]=2)[C:7]2[C:29]([C:33]([OH:35])=[O:34])=[CH:30][CH:31]=[CH:32][C:6]=2[N:5]=1)[CH3:2] |f:1.2|. Reported procedure: Prepared analogously to Example 1b from 2-ethoxy-7-ethoxycarbonyl-1-[4-[α-(1H-tetrazol-5-yl)benzyloxy]benzyl]benzimidazole and 2N sodium hydroxide solution in ethanol. Reactants: CCN(CC)CCOc1ccc2[nH]c(C=O)cc2c1, C1CCNCC1, CCO, O=C1Cc2ccc(-c3ccccc3)cc2N1. The product is CCN(CC)CCOc1ccc2[nH]c(C=C3C(=O)Nc4cc(-c5ccccc5)ccc43)cc2c1. Reaction SMILES: [CH2:17]([CH3:18])[N:19]([CH2:20][CH2:21][O:22][c:23]1[cH:24][c:25]2[cH:26][c:27]([CH:32]=[O:33])[nH:28][c:29]2[cH:30][cH:31]1)[CH2:34][CH3:35].[CH2:36]1[CH2:37][CH2:38][NH:39][CH2:40][CH2:41]1.[CH3:42][CH2:43][OH:44].[c:1]1(-[c:7]2[cH:8][cH:9][c:10]3[c:14]([cH:15]2)[NH:13][C:12](=[O:16])[CH2:11]3)[cH:2][cH:3][cH:4][cH:5][cH:6]1>>[c:1]1(-[c:7]2[cH:8][cH:9][c:10]3[c:14]([cH:15]2)[NH:13][C:12](=[O:16])[C:11]3=[CH:32][c:27]2[cH:26][c:25]3[cH:24][c:23]([O:22][CH2:21][CH2:20][N:19]([CH2:17][CH3:18])[CH2:34][CH3:35])[cH:31][cH:30][c:29]3[nH:28]2)[cH:2][cH:3][cH:4][cH:5][cH:6]1. Reactants: O=C1N(C(CC1)=O)OC(=O)[C@@H]1CC[C@H](CC1)C(=O)OC (methyl trans-4-{[(2,5-dioxopyrrolidin-1-yl)oxy]carbonyl}cyclohexanecarboxylate), NC1=NN=C(C(N1)=O)CN (3-amino-6-(aminomethyl)-1,2,4-triazin-5(4H)-one), O (H2O), C(=O)(O)[O-].[Na+] (NaHCO3). The solvent is C1CCOC1.CC#N (THF MeCN), 20. Yields the product NC1=NN=C(C(N1)=O)CNC(=O)[C@@H]1CC[C@H](CC1)C(=O)OC (Methyl trans-4-{[(3-amino-5-oxo-4,5-dihydro-1,2,4-triazin-6-yl)methyl]carbamoyl}cyclohexanecarboxylate). Yield: 83.5%. Reported procedure: A solution of 3-amino-6-(aminomethyl)-1,2,4-triazin-5(4H)-one [J. Heterocyclic Chem., (1984), 21 (3), 697](2.00 g, 0.0113 mol) in H2O (60.0 mL, 3.33 mol) was cooled to 0° C. and drop wise charged with 1.00 M of NaHCO3 in H 20 (22.5 mL) and allowed to warm to rt. This mixture was charged with methyl trans-4-{[(2,5-dioxopyrrolidin-1-yl)oxy]carbonyl}cyclohexanecarboxylate (3.8 g, 0.012 mol) in 1:1 THF/MeCN (40 mL). After 30 min a precipitate began to form in the reaction. This was allowed to stir a... Reaction SMILES: [NH2:1][C:2]1[NH:7][C:6](=[O:8])[C:5]([CH2:9][NH2:10])=[N:4][N:3]=1.O.C([O-])(O)=O.[Na+].O=C1CCC(=O)N1[O:24][C:25]([C@H:27]1[CH2:32][CH2:31][C@H:30]([C:33]([O:35][CH3:36])=[O:34])[CH2:29][CH2:28]1)=O>C1COCC1.CC#N>[NH2:1][C:2]1[NH:7][C:6](=[O:8])[C:5]([CH2:9][NH:10][C:25]([C@H:27]2[CH2:28][CH2:29][C@H:30]([C:33]([O:35][CH3:36])=[O:34])[CH2:31][CH2:32]2)=[O:24])=[N:4][N:3]=1 |f:2.3,5.6|. Conditions: time 30 minute. The reactants are NC=1C=C(C=CC1N)C1=CC(=C(N)C=C1)N (3,3′-diaminobenzidine), N1(CCOCC1)C1=CC=C(C=O)C=C1 (4-morpholinylbenzaldehyde). Yields the product N1C(=NC2=C1C=CC(=C2)C2=CC1=C(N=C(N1)C1=CC=C(C=C1)N1CCOCC1)C=C2)C2=CC=C(C=C2)N2CCOCC2 (4,4′-(1H,3′H-[5,5′-bibenzo[d]imidazole]-2,2′-diylbis(4,1-phenylene))dimorpholine). As a reaction SMILES: [NH2:1][C:2]1[CH:3]=[C:4]([C:9]2[CH:15]=[CH:14][C:12]([NH2:13])=[C:11]([NH2:16])[CH:10]=2)[CH:5]=[CH:6][C:7]=1[NH2:8].[N:17]1([C:23]2[CH:30]=[CH:29][C:26]([CH:27]=O)=[CH:25][CH:24]=2)[CH2:22][CH2:21][O:20][CH2:19][CH2:18]1>>[NH:8]1[C:7]2[CH:6]=[CH:5][C:4]([C:9]3[CH:15]=[CH:14][C:12]4[N:13]=[C:27]([C:26]5[CH:29]=[CH:30][C:23]([N:17]6[CH2:22][CH2:21][O:20][CH2:19][CH2:18]6)=[CH:24][CH:25]=5)[NH:16][C:11]=4[CH:10]=3)=[CH:3][C:2]=2[N:1]=[C:27]1[C:26]1[CH:25]=[CH:24][C:23]([N:17]2[CH2:22][CH2:21][O:20][CH2:19][CH2:18]2)=[CH:30][CH:29]=1. Procedure details: Compound 286 was prepared according to the procedure similar to that described in Scheme III from 3,3′-diaminobenzidine and 4-morpholinylbenzaldehyde. [M+H]+ calcd for C34H32N6O2: 557.26; found: 557.58. Starting materials: CC(=O)O, COC(=O)C=Cc1cc(C2OCCO2)cs1, C1CCOC1, O. Product: COC(=O)C=Cc1cc(C=O)cs1. Reaction SMILES: [CH3:17][C:18](=[O:19])[OH:20].[O:1]1[CH:2]([c:6]2[cH:7][c:8]([CH:11]=[CH:12][C:13](=[O:14])[O:15][CH3:16])[s:9][cH:10]2)[O:5][CH2:4][CH2:3]1.[O:22]1[CH2:23][CH2:24][CH2:25][CH2:26]1.[OH2:21]>>[O:1]=[CH:2][c:6]1[cH:7][c:8]([CH:11]=[CH:12][C:13](=[O:14])[O:15][CH3:16])[s:9][cH:10]1. Starting materials: CCOC(=O)CC1CCN(c2ccc(C#N)c3ccccc23)CC1, CO, Cl, [Na+], [Na+], O=C([O-])[O-], O. Yields the product N#Cc1ccc(N2CCC(CC(=O)O)CC2)c2ccccc12. Reaction SMILES: [C:1](#[N:2])[c:3]1[cH:4][cH:5][c:6]([N:13]2[CH2:14][CH2:15][CH:16]([CH2:19][C:20](=[O:21])[O:22][CH2:23][CH3:24])[CH2:17][CH2:18]2)[c:7]2[cH:8][cH:9][cH:10][cH:11][c:12]12.[CH3:31][OH:32].[ClH:33].[Na+:25].[Na+:26].[O-:27][C:28](=[O:29])[O-:30].[OH2:34]>>[C:1](#[N:2])[c:3]1[cH:4][cH:5][c:6]([N:13]2[CH2:14][CH2:15][CH:16]([CH2:19][C:20](=[O:21])[OH:22])[CH2:17][CH2:18]2)[c:7]2[cH:8][cH:9][cH:10][cH:11][c:12]12. Reactants: COC=1C=C(CN)C=CC1OC (3,4-dimethoxy-benzylamine), COC(C1=CC=C(C=C1)C=1N=C(C2=C(N1)SC(=C2C)C)Cl)=O (4-(4-chloro-5,6-dimethyl-thieno-[2,3-d]-pyrimidin-2-yl)-benzoic acid methylester). Product: COC(C1=CC=C(C=C1)C=1N=C(C2=C(N1)SC(=C2C)C)NCC2=CC(=C(C=C2)OC)OC)=O (4-[4-(3,4-dimethoxybenzylamino)-5,6-dimethyl-thieno-[2,3-d]-pyrimidin-2-yl]-benzoic acid methylester). RXN SMILES: [CH3:1][O:2][C:3]1[CH:4]=[C:5]([CH:8]=[CH:9][C:10]=1[O:11][CH3:12])[CH2:6][NH2:7].[CH3:13][O:14][C:15](=[O:34])[C:16]1[CH:21]=[CH:20][C:19]([C:22]2[N:23]=[C:24](Cl)[C:25]3[C:30]([CH3:31])=[C:29]([CH3:32])[S:28][C:26]=3[N:27]=2)=[CH:18][CH:17]=1>>[CH3:13][O:14][C:15](=[O:34])[C:16]1[CH:17]=[CH:18][C:19]([C:22]2[N:23]=[C:24]([NH:7][CH2:6][C:5]3[CH:8]=[CH:9][C:10]([O:11][CH3:12])=[C:3]([O:2][CH3:1])[CH:4]=3)[C:25]3[C:30]([CH3:31])=[C:29]([CH3:32])[S:28][C:26]=3[N:27]=2)=[CH:20][CH:21]=1. Procedure details: The reaction procedure as above wherein 3,4-dimethoxy-benzylamine is reacted with 4-(4-chloro-5,6-dimethyl-thieno-[2,3-d]-pyrimidin-2-yl)-benzoic acid methylester yields 4-[4-(3,4-dimethoxybenzylamino)-5,6-dimethyl-thieno-[2,3-d]-pyrimidin-2-yl]-benzoic acid methylester.